This data is from the Open Reaction Database (ORD), a public repository of structured organic reaction records. The task is: describe an organic reaction: reactants, conditions, products, and yield Reactants: BrC=1C=C(C(=O)OC)C=C(C1)C(=O)N(CCC)CCC (methyl 3-bromo-5-[(dipropylamino)carbonyl]benzoate), PdCl2(Ph3P)2, C[Si](C)(C)C#C ((Trimethylsilyl)acetylene). Reagents/catalysts: [Cu]I (CuI). Run in O (H2O), C(C)N(CC)CC (triethylamine). Reaction conditions: time 3 hour. Yields the product C(CC)N(C(=O)C=1C=C(C(=O)OC)C=C(C1)C#C[Si](C)(C)C)CCC (methyl 3-[(dipropylamino)carbonyl]-5-[(trimethylsilyl)ethynyl]benzoate). Isolated yield 89.0%. As a reaction SMILES: Br[C:2]1[CH:3]=[C:4]([CH:9]=[C:10]([C:12]([N:14]([CH2:18][CH2:19][CH3:20])[CH2:15][CH2:16][CH3:17])=[O:13])[CH:11]=1)[C:5]([O:7][CH3:8])=[O:6].[CH3:21][Si:22]([C:25]#[CH:26])([CH3:24])[CH3:23]>C(N(CC)CC)C.O.[Cu]I>[CH2:15]([N:14]([CH2:18][CH2:19][CH3:20])[C:12]([C:10]1[CH:9]=[C:4]([CH:3]=[C:2]([C:26]#[C:25][Si:22]([CH3:24])([CH3:23])[CH3:21])[CH:11]=1)[C:5]([O:7][CH3:8])=[O:6])=[O:13])[CH2:16][CH3:17]. Reported procedure: A solution of methyl 3-bromo-5-[(dipropylamino)carbonyl]benzoate (25) (200 mg, 0.58 mmol), PdCl2(Ph3P)2 (16 mg, 0.03 mol %) and CuI (6 mg, 0.05 mol %) in triethylamine (1.2 mL) was heated to reflux. (Trimethylsilyl)acetylene (100 μL, 0.7 mmol) was added, and the bright yellow solution quickly turned orange then went brown within a minute. The reaction mixture was stirred for 3 h, cooled to room temperature, diluted with H2O (20 mL), and extracted with CHCl3 (3×15 mL). The combined organics were ...